Dataset: the Open Reaction Database (ORD), a public repository of structured organic reaction records. Task: describe an organic reaction: reactants, conditions, products, and yield Starting materials: BrC1=CC=C(CN2C(NC(C2)=O)=O)C=C1 (1-(4-bromo-benzyl)imidazolidine-2,4-dione), BrCC1CCC1 ((bromomethyl)cyclobutane), C([O-])([O-])=O.[K+].[K+] (potassium carbonate). Run in CN(C)C=O (DMF). Run at time 20 hour. The product is BrC1=CC=C(CN2C(N(C(C2)=O)CC2CCC2)=O)C=C1 (1-(4-bromo-benzyl)-3-cyclobutylmethyl-imidazolidine-2,4-dione). Yield: 71.6%. RXN SMILES: [Br:1][C:2]1[CH:15]=[CH:14][C:5]([CH2:6][N:7]2[CH2:11][C:10](=[O:12])[NH:9][C:8]2=[O:13])=[CH:4][CH:3]=1.Br[CH2:17][CH:18]1[CH2:21][CH2:20][CH2:19]1.C(=O)([O-])[O-].[K+].[K+]>CN(C=O)C>[Br:1][C:2]1[CH:15]=[CH:14][C:5]([CH2:6][N:7]2[CH2:11][C:10](=[O:12])[N:9]([CH2:17][CH:18]3[CH2:21][CH2:20][CH2:19]3)[C:8]2=[O:13])=[CH:4][CH:3]=1 |f:2.3.4|. Procedure details: i)—To a solution of 1-(4-bromo-benzyl)imidazolidine-2,4-dione (Example 4, step iii) (5.91 g, 21.96 mmol) in DMF (50 ml) were added (bromomethyl)cyclobutane (6.55 g, 43.9 mmol) and potassium carbonate (9.11 g, 65.9 mmol) under a nitrogen atmosphere. After stirring for 20 h at room temperature, the reaction mixture was concentrated under reduced pressure. The product was extracted in ethyl acetate and the combined organic layers were washed with water, brine, dried over sodium sulfate and concentr... Reactants: imine, C(#N)[BH3-].[Na+] (sodium cyanoborohydride), COC=1C=C(C=CC1)C(C)N (1-(3-methoxyphenyl)ethylamine), C(C)(=O)C1=CC=CC2=CC=CC=C12 (1′-acetonaphthone). Reagents/catalysts: CC([O-])C.[Ti+4].CC([O-])C.CC([O-])C.CC([O-])C (titanium(IV) isopropoxide). Yields the product C1(=CC=CC2=CC=CC=C12)C(C)NC(C)C1=CC(=CC=C1)OC (N-1-(1-naphthyl)ethyl-1-(3-methoxyphenyl)ethylamine), 6E. Reaction SMILES: [CH3:1][O:2][C:3]1[CH:4]=[C:5]([CH:9]([NH2:11])[CH3:10])[CH:6]=[CH:7][CH:8]=1.[C:12]([C:15]1[C:24]2[C:19](=[CH:20][CH:21]=[CH:22][CH:23]=2)[CH:18]=[CH:17][CH:16]=1)(=O)[CH3:13].C([BH3-])#N.[Na+]>CC(C)[O-].[Ti+4].CC(C)[O-].CC(C)[O-].CC(C)[O-]>[C:15]1([CH:12]([NH:11][CH:9]([C:5]2[CH:6]=[CH:7][CH:8]=[C:3]([O:2][CH3:1])[CH:4]=2)[CH3:10])[CH3:13])[C:24]2[C:19](=[CH:20][CH:21]=[CH:22][CH:23]=2)[CH:18]=[CH:17][CH:16]=1 |f:2.3,4.5.6.7.8|. Procedure: In a similar fashion equal molar amounts of 1-(3-methoxyphenyl)ethylamine, 1′-acetonaphthone and 1.25 equivalents of titanium(IV) isopropoxide were mixed and the resulting intermediate imine was reduced with ethanolic sodium cyanoborohydride. Work-tip and chromatography yielded N-1-(1-naphthyl)ethyl-1-(3-methoxyphenyl)ethylamine, 6E, as a clear, colorless oil; m/z (rel. int.) 305 (M+, 10), 290 (30), 170 (43), 155 (100), 135 (69), 115 (9), 105 (15), 91 (14), 77 (18). Reactants: [H-].[Na+] (NaH), C(C)OC(=O)C=1N(C(=C(C1C1=CC=C(C=C1)C1=NN=NN1)C#N)CC)C (4-cyano-5-ethyl-1-methyl-3-[4-(1H-tetrazol-5-yl)-phenyl]-1H-pyrrole-2-carboxylic acid ethyl ester), C(CCC)I (butyl iodide). The solvent is [Cl-].[Na+].O (brine), CN(C)C=O (DMF). Conditions: temperature 0 celsius. The product is C(C)OC(=O)C=1N(C(=C(C1C1=CC=C(C=C1)C1=NN=NN1CCCC)C#N)CC)C (3-[4-(1-Butyl-1H-tetrazol-5-yl)-phenyl]-4-cyano-5-ethyl-1-methyl-1H-pyrrole-2-carboxylic acid ethyl ester). Isolated yield 33.9%. RXN SMILES: [CH2:1]([O:3][C:4]([C:6]1[N:7]([CH3:26])[C:8]([CH2:24][CH3:25])=[C:9]([C:22]#[N:23])[C:10]=1[C:11]1[CH:16]=[CH:15][C:14]([C:17]2[NH:21][N:20]=[N:19][N:18]=2)=[CH:13][CH:12]=1)=[O:5])[CH3:2].[H-].[Na+].[CH2:29](I)[CH2:30][CH2:31][CH3:32]>CN(C=O)C.[Cl-].[Na+].O>[CH2:1]([O:3][C:4]([C:6]1[N:7]([CH3:26])[C:8]([CH2:24][CH3:25])=[C:9]([C:22]#[N:23])[C:10]=1[C:11]1[CH:12]=[CH:13][C:14]([C:17]2[N:18]([CH2:29][CH2:30][CH2:31][CH3:32])[N:19]=[N:20][N:21]=2)=[CH:15][CH:16]=1)=[O:5])[CH3:2] |f:1.2,5.6.7|. Procedure details: Into a round bottom flask containing a solution of 4-cyano-5-ethyl-1-methyl-3-[4-(1H-tetrazol-5-yl)-phenyl]-1H-pyrrole-2-carboxylic acid ethyl ester (0.150 g, 0.428 mmol, prepared in example E-242) in DMF (2 mL) cooled to 0° C. while stirring add NaH (0.019 g, 0.479 mmol, 60% in mineral oil). Let stir for 1 h, then add butyl iodide (0.054 mL, 0.479 mmol) and let stir for 2.5 h. Dilute the mixture with brine (20 mL) and extract the mixture with EtOAc (3×15 mL). Combine the organic layers and wash... The reactants are C1(CCCC1)N(C(NN)=S)C (4-cyclopentyl-4-methyl-3-thiosemicarbazide), ClC(C(=O)OCC)C(=O)C (ethyl 2-chloroacetoacetate), Cl (hydrogen chloride). Solvent: C(C)O (ethanol). Reaction conditions: time 18 hour. Product: C(C)C(=O)C.CC(C)OC(C)C (methyl ethyl ketone 2-propyl ether), crystalline product. RXN SMILES: [CH:1]1(N(C)C(=S)NN)[CH2:5][CH2:4]CC1.Cl[CH:13]([C:19]([CH3:21])=[O:20])[C:14](OCC)=O.Cl>C(O)C>[CH2:13]([C:19]([CH3:21])=[O:20])[CH3:14].[CH3:13][CH:19]([O:20][CH:5]([CH3:4])[CH3:1])[CH3:21] |f:4.5|. Procedure: A stirred slurry of 8.4 g (0.049 mole) of 4-cyclopentyl-4-methyl-3-thiosemicarbazide in 50 mL of absolute ethanol was treated with 8.1 g (0.049 mole) of ethyl 2-chloroacetoacetate, stirred at ambient temperature for 18 hr, treated with 25 mL of 2N ethanolic hydrogen chloride and heated at reflux for 2 hr. The hot solution was filtered to remove amorphous sulfur and concentrated to a red oil which gave a crude solid product when triturated with acetone. After four recrystallizations; methyl ethyl... Starting materials: FC1=C(C=C(C=C1SC)C)OC (2-fluoro-1-methoxy-5-methyl-3-(methylsulfanyl)benzene), CO (MeOH), NaIO4. Run in O (water), O (water). Product: FC1=C(C=C(C=C1S(=O)C)C)OC (2-Fluoro-1-methoxy-5-methyl-3-(methylsulfinyl)benzene). As a reaction SMILES: [F:1][C:2]1[C:7]([S:8][CH3:9])=[CH:6][C:5]([CH3:10])=[CH:4][C:3]=1[O:11][CH3:12].C[OH:14]>O>[F:1][C:2]1[C:7]([S:8]([CH3:9])=[O:14])=[CH:6][C:5]([CH3:10])=[CH:4][C:3]=1[O:11][CH3:12]. Procedure details: To a mixture of 2-fluoro-1-methoxy-5-methyl-3-(methylsulfanyl)benzene (557.4 mg), MeOH (20 mL) and water (4 mL) was added NaIO4 (960 mg) at 0° C. The mixture was stirred at room temperature over weekend. The mixture was diluted with water. The precipitate was filtered off, and the filtrate was extracted with EtOAc. The organic layer was washed with brine, dried over MgSO4, filtered and concentrated in vacuo. The residue was purified by silica gel column chromatography (EtOAc/hexane) to give the ... Starting materials: C(C1=CC=CC=C1)C1(CC=C(CC1)C=1NC2=CC=CC=C2C1CCCC(=O)O)N(C)C (4-[2-(4-benzyl-4-dimethylaminocyclohex-1-enyl)-1H-indol-3-yl]butanoic acid), [H][H] (hydrogen). Reagents/catalysts: [Pd] (Palladium), [Pd] (Pd/C). Run in CO (methanol). Yields the product C(C1=CC=CC=C1)C1(CCC(CC1)C=1NC2=CC=CC=C2C1CCCC(=O)O)N(C)C (4-(2-(4-Benzyl-4-(dimethylamino)cyclohexyl)-1H-indol-3-yl)butanoic acid). RXN SMILES: [CH2:1]([C:8]1([N:29]([CH3:31])[CH3:30])[CH2:13][CH2:12][C:11]([C:14]2[NH:15][C:16]3[C:21]([C:22]=2[CH2:23][CH2:24][CH2:25][C:26]([OH:28])=[O:27])=[CH:20][CH:19]=[CH:18][CH:17]=3)=[CH:10][CH2:9]1)[C:2]1[CH:7]=[CH:6][CH:5]=[CH:4][CH:3]=1.[H][H]>[Pd].CO>[CH2:1]([C:8]1([N:29]([CH3:31])[CH3:30])[CH2:13][CH2:12][CH:11]([C:14]2[NH:15][C:16]3[C:21]([C:22]=2[CH2:23][CH2:24][CH2:25][C:26]([OH:28])=[O:27])=[CH:20][CH:19]=[CH:18][CH:17]=3)[CH2:10][CH2:9]1)[C:2]1[CH:7]=[CH:6][CH:5]=[CH:4][CH:3]=1. Reported procedure: Palladium as the catalyst (Pd/C, 5%, 120 mg) was added to 4-[2-(4-benzyl-4-dimethylaminocyclohex-1-enyl)-1H-indol-3-yl]butanoic acid (300 mg, 0.7 mmol) in abs. methanol (30 ml) and hydrogenation was carried out at RT for 6 h (hydrogen pressure: 3 bar). The catalyst was removed with the aid of a frit provided with a layer of Celite 1 cm high. The residue was rinsed thoroughly with methanol (500 ml). The solvent was distilled off in vacuo. 4-(2-(4-Benzyl-4-(dimethylamino)cyclohexyl)-1H-indol-3-yl)... The reactants are C(C)C1=C(C=CC=C1)C=CC(=O)O (3-(2-Ethyl-phenyl)-acrylic acid). Reagents/catalysts: [Pd] (Pd/C). The solvent is C1CCOC1 (THF). Yields the product C(C)C1=C(C=CC=C1)CCC(=O)O (3-(2-ethyl-phenyl)-propionic acid). As a reaction SMILES: [CH2:1]([C:3]1[CH:8]=[CH:7][CH:6]=[CH:5][C:4]=1[CH:9]=[CH:10][C:11]([OH:13])=[O:12])[CH3:2]>C1COCC1.[Pd]>[CH2:1]([C:3]1[CH:8]=[CH:7][CH:6]=[CH:5][C:4]=1[CH2:9][CH2:10][C:11]([OH:13])=[O:12])[CH3:2]. Procedure details: 3-(2-Ethyl-phenyl)-acrylic acid (17.00 g, 96.48 mmol) in THF was mixed with Pd/C (1.50 g) and hydrogenated at 50 psi for 6 hours. The resulting mixture was filtered through a pad of celite and the filtrate was concentrated to give 3-(2-ethyl-phenyl)-propionic acid. The acid was reacted with SOCl2 (5.00 mL, 68.55 mmol) and AlCl3 (6.70 g, 50.25 mmol) according to the protocols as outlined in general procedure C to give the title compound. Reactants: ClC1=NC=NC(=C1)NN (4-Chloro-6-hydrazinopyrimidine), N1(CCCC1)C1=CC=NC=C1 (4-pyrrolidin-1-ylpyridine). Solvent: O (water). Yields the product N(N)C1=NC=NC(=C1)N1CCC(CC1)N1CCCC1 (4-Hydrazino-6-(4-pyrrolidin-1-ylpiperidin-1-yl)pyrimidine). Reaction SMILES: Cl[C:2]1[CH:7]=[C:6]([NH:8][NH2:9])[N:5]=[CH:4][N:3]=1.[N:10]1([C:15]2[CH:20]=[CH:19][N:18]=[CH:17][CH:16]=2)[CH2:14][CH2:13][CH2:12][CH2:11]1>O>[NH:8]([C:6]1[CH:7]=[C:2]([N:18]2[CH2:19][CH2:20][CH:15]([N:10]3[CH2:14][CH2:13][CH2:12][CH2:11]3)[CH2:16][CH2:17]2)[N:3]=[CH:4][N:5]=1)[NH2:9]. Reported procedure: A mixture of 2.0 g (13.8 mmol) of the compound from Example 7A and 4.3 g (27.7 mmol) 4-pyrrolidin-1-ylpyridine is stirred in 20 ml water at 100° C. for 16 h. The solid which has precipitated out is filtered off, washed first with ethanol and then with diethyl ether and dried in vacuo. Starting materials: O (Water), O1N=C(C=C1)NC(OCC(Cl)(Cl)Cl)=O (2,2,2-trichloroethyl isoxazol-3-ylcarbamate), C1(=CC=CC=C1)C1=NSC(=N1)N1CCNCC1 (1-(3-phenyl-1,2,4-thiadiazol-5-yl)piperazine), C(C)(C)N(CC)C(C)C (diisopropylethylamine). The solvent is CS(=O)C (dimethyl sulfoxide). Yields the product O1N=C(C=C1)NC(=O)N1CCN(CC1)C1=NC(=NS1)C1=CC=CC=C1 (N-Isoxazol-3-yl-4-(3-phenyl-1,2,4-thiadiazol-5-yl)piperazine-1-carboxamide). Yield: 18.8%. Reaction SMILES: [O:1]1[CH:5]=[CH:4][C:3]([NH:6][C:7](=[O:14])OCC(Cl)(Cl)Cl)=[N:2]1.[C:15]1([C:21]2[N:25]=[C:24]([N:26]3[CH2:31][CH2:30][NH:29][CH2:28][CH2:27]3)[S:23][N:22]=2)[CH:20]=[CH:19][CH:18]=[CH:17][CH:16]=1.C(N(C(C)C)CC)(C)C.O>CS(C)=O>[O:1]1[CH:5]=[CH:4][C:3]([NH:6][C:7]([N:29]2[CH2:30][CH2:31][N:26]([C:24]3[S:23][N:22]=[C:21]([C:15]4[CH:20]=[CH:19][CH:18]=[CH:17][CH:16]=4)[N:25]=3)[CH2:27][CH2:28]2)=[O:14])=[N:2]1. Procedure: A mixed solution of 2,2,2-trichloroethyl isoxazol-3-ylcarbamate (192 mg, 0.738 mmol), 1-(3-phenyl-1,2,4-thiadiazol-5-yl)piperazine (200 mg, 0.812 mmol) and diisopropylethylamine (0.129 ml, 0.738 mmol) in dimethyl sulfoxide (2.5 ml) was stirred at 70° C. for 3 hours. Water was poured to the reaction mixture, and the resulting solution was extracted with ethyl acetate. The extract was washed with water and dried over anhydrous magnesium sulfate, and the solvent was distilled off under reduced pres...